From a dataset of the Open Reaction Database (ORD), a public repository of structured organic reaction records. describe an organic reaction: reactants, conditions, products, and yield The reactants are COC(=O)C(CC1CCCCC1)N1CC(Oc2cc(Cl)ccc2Cl)=CC1=O, [Li+], C1CCOC1, [OH-], O. The product is O=C(O)C(CC1CCCCC1)N1CC(Oc2cc(Cl)ccc2Cl)=CC1=O. RXN SMILES: [CH3:1][O:2][C:3]([CH:4]([CH2:5][CH:6]1[CH2:7][CH2:8][CH2:9][CH2:10][CH2:11]1)[N:12]1[C:13](=[O:26])[CH:14]=[C:15]([O:17][c:18]2[c:19]([Cl:25])[cH:20][cH:21][c:22]([Cl:24])[cH:23]2)[CH2:16]1)=[O:27].[Li+:28].[O:31]1[CH2:32][CH2:33][CH2:34][CH2:35]1.[OH-:29].[OH2:30]>>[O:2]=[C:3]([CH:4]([CH2:5][CH:6]1[CH2:7][CH2:8][CH2:9][CH2:10][CH2:11]1)[N:12]1[C:13](=[O:26])[CH:14]=[C:15]([O:17][c:18]2[c:19]([Cl:25])[cH:20][cH:21][c:22]([Cl:24])[cH:23]2)[CH2:16]1)[OH:27]. Starting materials: IC1=CC=C(C=C1)\C(=C/CO)\C1=CC=C(C=C1)C(F)(F)F ((Z)-3-(4-iodophenyl)-3-(4-trifluoromethylphenyl)prop-2-en-1-ol), CC1=C(OCC(=O)O)C=CC(=C1)OC\C=C(/C1=CC=CC=C1)\C1=CC=C(C=C1)C#CCN1CCOCC1 ((E)-[2-Methyl-4-[3-[4-[3-(morpholin-4-yl)propynyl]phenyl]-3-phenylallyloxy]phenoxy]acetic Acid), C1(=CC=CC=C1)P(C1=CC=CC=C1)C1=CC=CC=C1 (triphenylphosphine), N(=NC(=O)OC(C)C)C(=O)OC(C)C (diisopropyl azodicarboxylate). Solvent: C1(=CC=CC=C1)C (toluene), O1CCCC1 (tetrahydrofuran), O1CCCC1 (tetrahydrofuran). Reaction conditions: temperature 0 celsius, time 48 hour. The product is IC1=CC=C(C=C1)\C(=C/COC1=CC(=C(OCC(=O)OC)C=C1)C)\C1=CC=C(C=C1)C(F)(F)F (methyl (Z)-[4-[3-(4-iodophenyl)-3-(4-trifluoromethylphenyl)allyloxy]-2-methylphenoxy]acetate). As a reaction SMILES: [I:1][C:2]1[CH:7]=[CH:6][C:5](/[C:8](/[C:12]2[CH:17]=[CH:16][C:15]([C:18]([F:21])([F:20])[F:19])=[CH:14][CH:13]=2)=[CH:9]\[CH2:10][OH:11])=[CH:4][CH:3]=1.[CH3:22][C:23]1[CH:33]=[C:32](OC/C=C(/C2C=CC(C#CCN3CCOCC3)=CC=2)\C2C=CC=CC=2)[CH:31]=[CH:30][C:24]=1[O:25][CH2:26][C:27]([OH:29])=[O:28].[C:59]1(P(C2C=CC=CC=2)C2C=CC=CC=2)C=CC=CC=1.N(C(OC(C)C)=O)=NC(OC(C)C)=O>C1(C)C=CC=CC=1.O1CCCC1>[I:1][C:2]1[CH:7]=[CH:6][C:5](/[C:8](/[C:12]2[CH:17]=[CH:16][C:15]([C:18]([F:19])([F:20])[F:21])=[CH:14][CH:13]=2)=[CH:9]\[CH2:10][O:11][C:32]2[CH:31]=[CH:30][C:24]([O:25][CH2:26][C:27]([O:29][CH3:59])=[O:28])=[C:23]([CH3:22])[CH:33]=2)=[CH:4][CH:3]=1. Reported procedure: The above allyl alcohol (810 mg, 2.0 mmol), methyl (4-hydroxy-2-methylphenoxy)acetate (431 mg, 2.2 mmol; example 2) and triphenylphosphine (630 mg, 2.4 mmol) were dissolved in a mixture of anhydrous toluene (32 mL) and tetrahydrofuran (12 mL). The mixture was cooled to 0° C., kept under nitrogen and a degassed solution of diisopropyl azodicarboxylate (0.47 mL, 2.4 mmol) in anhydrous tetrahydrofuran (4 mL) was added dropwise during 10 min. The reaction mixture was allowed to warm up to ambient te... The product is C(C)(C)(C)OC(C1=C(C=C(C(=O)O)C=C1)[N+](=O)[O-])=O (2-nitro-terephthalic acid 1-tert-butyl ester). Yield: 93.0%. Procedure details: 2-Nitro-terephthalic acid 1-tert-butyl ester 4-methyl ester (21.49 mmol) was dissolved in THF (143 mL) and treated with lithium hydroxide monohydrate (1.35 g, 32.24 mmol) in water (97 mL). The reaction was stirred at room temperature for 2 hours then partially evaporated, cooled with an ice/water bath and treated with 1N HCl dropwise (35 mL). Precipitation of a solid occurred. The mixture was then extracted with DCM (150 mL and 2×50 mL) The aqueous phase was further treated with 1N HCl (10 mL) a... Conditions: time 2 hour. RXN SMILES: C[O:2][C:3](=[O:20])[C:4]1[CH:16]=[CH:15][C:7]([C:8]([O:10][C:11]([CH3:14])([CH3:13])[CH3:12])=[O:9])=[C:6]([N+:17]([O-:19])=[O:18])[CH:5]=1.O.[OH-].[Li+]>C1COCC1.O>[C:11]([O:10][C:8](=[O:9])[C:7]1[CH:15]=[CH:16][C:4]([C:3]([OH:20])=[O:2])=[CH:5][C:6]=1[N+:17]([O-:19])=[O:18])([CH3:14])([CH3:12])[CH3:13] |f:1.2.3|. Solvent: C1CCOC1 (THF), O (water). Reactants: COC(C1=CC(=C(C(=O)OC(C)(C)C)C=C1)[N+](=O)[O-])=O (2-Nitro-terephthalic acid 1-tert-butyl ester 4-methyl ester), O.[OH-].[Li+] (lithium hydroxide monohydrate). The reactants are COC1=C(C(=O)O)C(=C(C=C1C(C)C)S(N)(=O)=O)C (2-methoxy-3-isopropyl-5-sulphamoyl-6-methylbenzoic acid), S(=O)(Cl)Cl (thionyl chloride), S(=O)(Cl)Cl (thionyl chloride). The reagents and catalysts are CN(C=O)C (dimethylformamide). Run in C(Cl)(Cl)Cl (chloroform). Conditions: time 1.5 hour. Yields the product COC1=C(C(=O)Cl)C(=C(C=C1C(C)C)S(N)(=O)=O)C (2-methoxy-3-isopropyl-5-sulphamoyl-6-methylbenzoyl chloride). RXN SMILES: [CH3:1][O:2][C:3]1[C:11]([CH:12]([CH3:14])[CH3:13])=[CH:10][C:9]([S:15](=[O:18])(=[O:17])[NH2:16])=[C:8]([CH3:19])[C:4]=1[C:5](O)=[O:6].S(Cl)([Cl:22])=O>CN(C)C=O.C(Cl)(Cl)Cl>[CH3:1][O:2][C:3]1[C:11]([CH:12]([CH3:14])[CH3:13])=[CH:10][C:9]([S:15](=[O:18])(=[O:17])[NH2:16])=[C:8]([CH3:19])[C:4]=1[C:5]([Cl:22])=[O:6]. Procedure: 72 g of 2-methoxy-3-isopropyl-5-sulphamoyl-6-methylbenzoic acid (0.25 mole), 250 ml of chloroform, 23 ml of thionyl chloride and 3 drops of dimethylformamide are placed in a 1 liter flask fitted with an agitator and a condenser. The mixture is heated to reflux for 1.5 hours, then 18 ml of thionyl chloride is added and the reflux is continued for 1.5 hours. The solids dissolve completely. RXN SMILES: [CH2:1]1[N:12](CC(O)=O)[CH2:11][CH2:10][N:9](CC(O)=O)[CH2:8][CH2:7][N:6](CC(O)=O)[CH2:5][CH2:4][N:3](CC(O)=O)[CH2:2]1.[CH2:29]1[CH2:42][N:41](CC(O)=O)[CH2:40][CH2:39][N:38](CC(O)=O)[CH2:37][CH2:36][CH2:35][N:34](CC(O)=O)[CH2:33][CH2:32][N:31](CC(O)=O)[CH2:30]1>>[NH:3]1[CH2:4][CH2:5][NH:6][CH2:7][CH2:8][NH:9][CH2:10][CH2:11][NH:12][CH2:1][CH2:2]1.[NH:31]1[CH2:30][CH2:29][CH2:42][NH:41][CH2:40][CH2:39][NH:38][CH2:37][CH2:36][CH2:35][NH:34][CH2:33][CH2:32]1. The reactants are C1CN(CCN(CCN(CCN1CC(=O)O)CC(=O)O)CC(=O)O)CC(=O)O (1,4,7,10-tetraazacyclododecane N,N',N",N'"-tetraacetic acid), C1CN(CCN(CCCN(CCN(C1)CC(=O)O)CC(=O)O)CC(=O)O)CC(=O)O (1,4,8,11-tetraazacyclotetradecane N,N',N",N'"-tetraacetic acid). Product: N1CCNCCNCCNCC1 (1,4,7,10-tetraazacyclododecane), N1CCNCCCNCCNCCC1 (1,4,8,11-tetraazacyclotetradecane). Procedure: Accordingly, the invention provides a method for the synthesis of 1,4,7,10-tetraazacyclododecane N,N',N",N'"-tetraacetic acid (DOTA) and 1,4,8,11-tetraazacyclotetradecane N,N',N",N'"-tetraacetic acid (TETA) (Formula I). For this purpose 1,4,7,10-tetraazacyclododecane and 1,4,8,11-tetraazacyclotetradecane (Formula II) are provided and cyanomethylated using acid, formaldehyde, and cyanide compound yielding a tetranitrile (Formula III) which precipitates upon the addition of base.. The tetranitrile... Reactants: triethyl phosphonoacetate, [H-].[Na+] (sodium hydride), C1CCOC1 (THF), O=C1CCC(CC1)NC(C)=O (N-(4-oxocyclohexyl)acetamide), C1CCOC1 (THF). Product: OCC=C1CCC(CC1)NC(C)=O (N-(4-(2-Hydroxyethylidene)cyclohexyl)acetamide). As a reaction SMILES: [H-].[Na+].O=[C:4]1[CH2:9][CH2:8][CH:7]([NH:10][C:11](=[O:13])[CH3:12])[CH2:6][CH2:5]1.C1C[O:17][CH2:16][CH2:15]1>>[OH:17][CH2:16][CH:15]=[C:4]1[CH2:9][CH2:8][CH:7]([NH:10][C:11](=[O:13])[CH3:12])[CH2:6][CH2:5]1 |f:0.1|. Reported procedure: To a stirred suspension of sodium hydride (1.2 mmol) in THF was added triethyl phosphonoacetate (1.2 mmol) drop wise. The mixture was allowed to stir until it became colorless and a solution of N-(4-oxocyclohexyl)acetamide (1.0 mmol) in THF (1 mL) was added. The solution was allowed to stir at rt until the reaction was complete (by TLC). The solvent was removed under reduced pressure and the crude residue was filtered through a small plug of silica gel to afford the desired product, which was us... Starting materials: O=C([O-])[O-], C1COCCN1, CC#N, [I-], [K+], [K+], [K+], CN(Cc1cc2nc(-c3cccc4[nH]ncc34)nc(N3CCOCC3)c2s1)S(=O)(=O)CCCCl. The product is CN(Cc1cc2nc(-c3cccc4[nH]ncc34)nc(N3CCOCC3)c2s1)S(=O)(=O)CCCN1CCOCC1. As a reaction SMILES: [C:41](=[O:42])([O-:43])[O-:44].[CH2:35]1[CH2:36][O:37][CH2:38][CH2:39][NH:40]1.[CH3:49][C:50]#[N:51].[I-:48].[K+:45].[K+:46].[K+:47].[nH:1]1[n:2][cH:3][c:4]2[c:5](-[c:10]3[n:11][c:12]([N:29]4[CH2:30][CH2:31][O:32][CH2:33][CH2:34]4)[c:13]4[c:14]([n:15]3)[cH:16][c:17]([CH2:19][N:20]([S:21](=[O:22])(=[O:23])[CH2:24][CH2:25][CH2:26][Cl:27])[CH3:28])[s:18]4)[cH:6][cH:7][cH:8][c:9]12>>[nH:1]1[n:2][cH:3][c:4]2[c:5](-[c:10]3[n:11][c:12]([N:29]4[CH2:30][CH2:31][O:32][CH2:33][CH2:34]4)[c:13]4[c:14]([n:15]3)[cH:16][c:17]([CH2:19][N:20]([S:21](=[O:22])(=[O:23])[CH2:24][CH2:25][CH2:26][N:40]3[CH2:35][CH2:36][O:37][CH2:38][CH2:39]3)[CH3:28])[s:18]4)[cH:6][cH:7][cH:8][c:9]12.